This data is from the Open Reaction Database (ORD), a public repository of structured organic reaction records. The task is: describe an organic reaction: reactants, conditions, products, and yield Reactants: ClC1=NC(=NC(=C1)Cl)NC(C)(C)C (4,6-dichloro-2-(1,1-dimethylethylamino)pyrimidine). Solvent: NC(C)(C)C (1-amino-1,1-dimethylethane). The product is CC(C)(C)NC1=NC(=CC(=N1)Cl)NC(C)(C)C (2,6-bis(1,1-dimethylethylamino)-4-chloropyrimidine). RXN SMILES: Cl[C:2]1[CH:7]=[C:6]([Cl:8])[N:5]=[C:4]([NH:9][C:10]([CH3:13])([CH3:12])[CH3:11])[N:3]=1>NC(C)(C)C>[CH3:11][C:10]([NH:9][C:4]1[N:5]=[C:6]([Cl:8])[CH:7]=[C:2]([NH:9][C:10]([CH3:13])([CH3:12])[CH3:11])[N:3]=1)([CH3:13])[CH3:12]. Procedure details: A solution of 5.0 g 4,6-dichloro-2-(1,1-dimethylethylamino)pyrimidine in 25 ml of 1-amino-1,1-dimethylethane is heated in a closed tube at 130° C. for 15 hours. Then, the reaction mixture is evaporated and the residue is distributed between 80 ml of chloroform and 15 ml of 10% sodium hydroxide solution. After separation the organic phase is washed 4 times with 20 ml of water each, then dried and evaporated. After recrystallization from hexane the title compound is obtained in a yield of 5.45 g (... The reactants are CCOC(=O)CBr, C1CCOC1, CCO, [H-], O=[N+]([O-])c1nc(CC(F)(F)CO)c[nH]1, [Na+]. Reaction SMILES: [Br:17][CH2:18][C:19](=[O:20])[O:21][CH2:22][CH3:23].[CH2:27]1[O:28][CH2:29][CH2:30][CH2:31]1.[CH3:24][CH2:25][OH:26].[H-:1].[N+:3](=[O:4])([O-:5])[c:6]1[nH:7][cH:8][c:9]([CH2:11][C:12]([CH2:13][OH:14])([F:15])[F:16])[n:10]1.[Na+:2]>>[N+:3](=[O:4])([O-:5])[c:6]1[nH:7][cH:8][c:9]([CH2:11][C:12]([CH2:13][O:14][CH2:18][C:19](=[O:20])[O:21][CH2:22][CH3:23])([F:15])[F:16])[n:10]1. Product: CCOC(=O)COCC(F)(F)Cc1c[nH]c([N+](=O)[O-])n1. RXN SMILES: [Br:1][c:2]1[c:3]([O:19][CH3:20])[c:4]2[cH:5][n:6][n:7]([CH2:11][O:12][CH2:13][CH2:14][Si:15]([CH3:16])([CH3:17])[CH3:18])[c:8]2[cH:9][cH:10]1.[CH2:21]([Li:22])[CH2:23][CH2:24][CH3:25].[CH2:31]1[O:32][CH2:33][CH2:34][CH2:35]1.[O:26]=[CH:27][N:28]([CH3:29])[CH3:30]>>[c:2]1([CH:27]=[O:26])[c:3]([O:19][CH3:20])[c:4]2[cH:5][n:6][n:7]([CH2:11][O:12][CH2:13][CH2:14][Si:15]([CH3:16])([CH3:17])[CH3:18])[c:8]2[cH:9][cH:10]1. The product is COc1c(C=O)ccc2c1cnn2COCC[Si](C)(C)C. Starting materials: COc1c(Br)ccc2c1cnn2COCC[Si](C)(C)C, [Li]CCCC, C1CCOC1, CN(C)C=O. The reactants are ClC=1C(=NN(C1C)C1=C(C=C(C(=O)NS(=O)(=O)C2=CC=C3C=CC=C(C3=C2)C(=O)OCC)C=C1)C(=O)N1CC2=CC=CC=C2CC1)C(N(CCCC)CCCC)=O (ethyl 7-(N-(4-(4-chloro-3-(dibutylcarbamoyl)-5-methyl-1H-pyrazol-1-yl)-3-(1,2,3,4-tetrahydroisoquinoline-2-carbonyl)benzoyl)sulfamoyl)-1-naphthoate), [Li+].[OH-] (LiOH). The solvent is CCO (EtOH), C1CCOC1 (THF). Run at time 30 minute. Product: ClC=1C(=NN(C1C)C1=C(C=C(C(=O)NS(=O)(=O)C2=CC=C3C=CC=C(C3=C2)C(=O)O)C=C1)C(=O)N1CC2=CC=CC=C2CC1)C(N(CCCC)CCCC)=O (7-(N-(4-(4-Chloro-3-(dibutylcarbamoyl)-5-methyl-1H-pyrazol-1-yl)-3-(1,2,3,4-tetrahydroisoquinoline-2-carbonyl)benzoyl)sulfamoyl)-1-naphthoic acid). The yield is 95.6%. RXN SMILES: [Cl:1][C:2]1[C:3]([C:47](=[O:57])[N:48]([CH2:53][CH2:54][CH2:55][CH3:56])[CH2:49][CH2:50][CH2:51][CH3:52])=[N:4][N:5]([C:8]2[CH:34]=[CH:33][C:11]([C:12]([NH:14][S:15]([C:18]3[CH:27]=[C:26]4[C:21]([CH:22]=[CH:23][CH:24]=[C:25]4[C:28]([O:30]CC)=[O:29])=[CH:20][CH:19]=3)(=[O:17])=[O:16])=[O:13])=[CH:10][C:9]=2[C:35]([N:37]2[CH2:46][CH2:45][C:44]3[C:39](=[CH:40][CH:41]=[CH:42][CH:43]=3)[CH2:38]2)=[O:36])[C:6]=1[CH3:7].[Li+].[OH-]>CCO.C1COCC1>[Cl:1][C:2]1[C:3]([C:47](=[O:57])[N:48]([CH2:53][CH2:54][CH2:55][CH3:56])[CH2:49][CH2:50][CH2:51][CH3:52])=[N:4][N:5]([C:8]2[CH:34]=[CH:33][C:11]([C:12]([NH:14][S:15]([C:18]3[CH:27]=[C:26]4[C:21]([CH:22]=[CH:23][CH:24]=[C:25]4[C:28]([OH:30])=[O:29])=[CH:20][CH:19]=3)(=[O:17])=[O:16])=[O:13])=[CH:10][C:9]=2[C:35]([N:37]2[CH2:46][CH2:45][C:44]3[C:39](=[CH:40][CH:41]=[CH:42][CH:43]=3)[CH2:38]2)=[O:36])[C:6]=1[CH3:7] |f:1.2|. Reported procedure: To a solution of ethyl 7-(N-(4-(4-chloro-3-(dibutylcarbamoyl)-5-methyl-1H-pyrazol-1-yl)-3-(1,2,3,4-tetrahydroisoquinoline-2-carbonyl)benzoyl)sulfamoyl)-1-naphthoate (Example 9, 9.4 mg, 0.012 mmol) in EtOH (0.5 mL) and THF (0.5 mL) was added 2N LiOH (58 μL, 0.12 mmol). The reaction mixture was stirred at room temperature for 30 min and then at 40° C. for 2 h. The reaction mixture was quenched with 6N HCl, and then extracted with CHCl3 (4×). The combined organic extracts were dried over Na2SO4, fi... Starting materials: BrC=1C=C(C2=CC=CC=C2C1)C(=O)OC (methyl 3-bromo-1-naphthoate), solution, [H-].C(C(C)C)[Al+]CC(C)C (diisobutylaluminum hydride). Run in O1CCCC1 (tetrahydrofuran), C1(=CC=CC=C1)C (toluene). Conditions: temperature 0 celsius. Yields the product BrC=1C=C(C2=CC=CC=C2C1)CO ((3-Bromo-1-naphthyl)methanol). RXN SMILES: [Br:1][C:2]1[CH:3]=[C:4]([C:12](OC)=[O:13])[C:5]2[C:10]([CH:11]=1)=[CH:9][CH:8]=[CH:7][CH:6]=2.[H-].C([Al+]CC(C)C)C(C)C>O1CCCC1.C1(C)C=CC=CC=1>[Br:1][C:2]1[CH:3]=[C:4]([CH2:12][OH:13])[C:5]2[C:10]([CH:11]=1)=[CH:9][CH:8]=[CH:7][CH:6]=2 |f:1.2|. Procedure details: To a solution of 5.10 g (19.2 mmol) of the above methyl 3-bromo-1-naphthoate in 20 mL of anhydrous tetrahydrofuran at −78° C. under an atmosphere of nitrogen was added 48 mL (48 mmol) of a 1.0 M solution of diisobutylaluminum hydride in toluene. The resulting solution was allowed to gradually warm to 0° C. over 90 min and quenched with a saturated aqueous solution of potassium sodium tartrate (25 mL). The resulting suspension was vigorously stirred with gradual warming to ambient temperature ove... The reactants are TEA, N(=[N+]=[N-])[C@H]1[C@@H]([C@@H](SC2=CC=CC=C2)O[C@H]([C@H]1OC(C1=CC=CC=C1)=O)C)OCC1=CC=C(C=C1)OC (phenyl 3-azido-4-O-benzoyl-3,6-di-deoxy-2-O-(4-methoxybenzyl)-1-thio-β-L-galactopyranoside), C1=CC(=CC(=C1)Cl)C(=O)OO (mCPBA). Run in C(Cl)Cl (CH2Cl2), C(Cl)Cl (CH2Cl2), C(Cl)Cl (CH2Cl2). Run at temperature -20 celsius. Product: N(=[N+]=[N-])[C@H]1[C@@H]([C@H](O[C@H]([C@H]1OC(C1=CC=CC=C1)=O)C)S(=O)C1=CC=CC=C1)OCC1=CC=C(C=C1)OC (3-Azido-4-O-benzoyl-1,3,6-trideoxy-2-O-(4-methoxybenzyl)-1-(phenylsulfinyl)-β-L-galactopyranose). As a reaction SMILES: [N:1]([C@@H:4]1[C@H:16]([O:17][C:18](=[O:25])[C:19]2[CH:24]=[CH:23][CH:22]=[CH:21][CH:20]=2)[C@H:15]([CH3:26])[O:14][C@H:6]([S:7][C:8]2[CH:13]=[CH:12][CH:11]=[CH:10][CH:9]=2)[C@H:5]1[O:27][CH2:28][C:29]1[CH:34]=[CH:33][C:32]([O:35][CH3:36])=[CH:31][CH:30]=1)=[N+:2]=[N-:3].C1C=C(Cl)C=C(C(OO)=[O:45])C=1>C(Cl)Cl>[N:1]([C@@H:4]1[C@H:16]([O:17][C:18](=[O:25])[C:19]2[CH:24]=[CH:23][CH:22]=[CH:21][CH:20]=2)[C@H:15]([CH3:26])[O:14][C@H:6]([S:7]([C:8]2[CH:9]=[CH:10][CH:11]=[CH:12][CH:13]=2)=[O:45])[C@H:5]1[O:27][CH2:28][C:29]1[CH:34]=[CH:33][C:32]([O:35][CH3:36])=[CH:31][CH:30]=1)=[N+:2]=[N-:3]. Procedure details: To a solution of phenyl 3-azido-4-O-benzoyl-3,6-di-deoxy-2-O-(4-methoxybenzyl)-1-thio-β-L-galactopyranoside (β-16, prepared above), (350 mg, 0.7 mmol) in 10 mL of CH2Cl2 at -78° C. is added a solution of mCPBA (170 mg, 1.1 mmol) in 2 mL of CH2Cl2. The reaction mixture is allowed to warm to -20° C. and then quenched with TEA (500 μL, 3.59 mmol). The reaction mixture is diluted with 10 mL of CH2Cl2, washed with saturated NaHS3 (10 mL), saturated NaHCO3 (10 mL), dried over Na2SO4, filtered and conc...